This data is from the Open Reaction Database (ORD), a public repository of structured organic reaction records. The task is: describe an organic reaction: reactants, conditions, products, and yield Starting materials: IC1=CC2=C(NCCN2C(CC2=CC=CC=C2)=O)N=C1 (1-(7-Iodo-3,4-dihydro-2H-pyrido[2,3-b]pyrazin-1-yl)-2-phenylethanone), N1(CCCC1)C1CCN(CC1)C(=O)C1=CC=C(C=C1)B1OC(C(O1)(C)C)(C)C ((4-(pyrrolidin-1-yl)piperidin-1-yl)-[4-(4,4,5,5-tetramethyl-[1,3,2]dioxaborolan-2-yl)phenyl]methanone). Product: C1(=CC=CC=C1)CC(=O)N1C2=C(NCC1)N=CC(=C2)C2=CC=C(C=C2)C(=O)N2CCC(CC2)N2CCCC2 (2-Phenyl-1-{7-[4-(4-(pyrrolidin-1-yl)piperidine-1-carbonyl)phenyl]-3,4-dihydro-2H-pyrido[2,3-b]pyrazin-1-yl}-ethanone). Isolated yield 52.0%. As a reaction SMILES: I[C:2]1[CH:20]=[N:19][C:5]2[NH:6][CH2:7][CH2:8][N:9]([C:10](=[O:18])[CH2:11][C:12]3[CH:17]=[CH:16][CH:15]=[CH:14][CH:13]=3)[C:4]=2[CH:3]=1.[N:21]1([CH:26]2[CH2:31][CH2:30][N:29]([C:32]([C:34]3[CH:39]=[CH:38][C:37](B4OC(C)(C)C(C)(C)O4)=[CH:36][CH:35]=3)=[O:33])[CH2:28][CH2:27]2)[CH2:25][CH2:24][CH2:23][CH2:22]1>>[C:12]1([CH2:11][C:10]([N:9]2[CH2:8][CH2:7][NH:6][C:5]3[N:19]=[CH:20][C:2]([C:37]4[CH:38]=[CH:39][C:34]([C:32]([N:29]5[CH2:28][CH2:27][CH:26]([N:21]6[CH2:22][CH2:23][CH2:24][CH2:25]6)[CH2:31][CH2:30]5)=[O:33])=[CH:35][CH:36]=4)=[CH:3][C:4]2=3)=[O:18])[CH:17]=[CH:16][CH:15]=[CH:14][CH:13]=1. Procedure details: 1-(7-Iodo-3,4-dihydro-2H-pyrido[2,3-b]pyrazin-1-yl)-2-phenylethanone (30 mg) was reacted with (4-(pyrrolidin-1-yl)piperidin-1-yl)-[4-(4,4,5,5-tetramethyl-[1,3,2]dioxaborolan-2-yl)phenyl]methanone as in General Procedure 4A to give the title compound as a white foam (52% yield). M.p. (foam), LCMS: m/z=510.13 (M+H+), 1H-NMR (CDCl3, 400 MHz) δ 1.47-1.62 (m, 2H), 1.75-2.05 (m, 3H), 2.22-2.29 (m, 1H), 2.53-2.62 (m, 5H), 2.82-3.10 (m, 3H), 3.33-3.52 (m, 2H), 3.71-3.88 (m, 3H), 3.95 (s, 2H), 4.51-4.63 ... Reactants: N(=[N+]=[N-])C1CCN(CC1)C(=O)OC(C)(C)C (4-Azido-1-t-butoxycarbonylpiperidine), ethyl acetate hexanes. Reagents/catalysts: [Pd] (Pd/C). Run in CO (methanol). The product is NC1CCN(CC1)C(=O)OC(C)(C)C (4-Amino-1-t-butoxycarbonylpiperidine). Yield: 97.6%. As a reaction SMILES: [N:1]([CH:4]1[CH2:9][CH2:8][N:7]([C:10]([O:12][C:13]([CH3:16])([CH3:15])[CH3:14])=[O:11])[CH2:6][CH2:5]1)=[N+]=[N-]>CO.[Pd]>[NH2:1][CH:4]1[CH2:5][CH2:6][N:7]([C:10]([O:12][C:13]([CH3:16])([CH3:15])[CH3:14])=[O:11])[CH2:8][CH2:9]1. Procedure details: A solution of 4.05 g (17.9 mmol) of 4-azido-1-t-butoxycarbonylpiperidine from Step A in 50 mL of methanol was hydrogenated with 350 mg of 10% Pd/C under a hydrogen balloon for 16 h when the reaction was complete by TLC (10% ethyl acetate/hexanes). The catalyst was filtered off and the volatiles removed in vacuo to give 3.5 g of title compound which was used directly in subsequent reactions.